From a dataset of the Open Reaction Database (ORD), a public repository of structured organic reaction records. describe an organic reaction: reactants, conditions, products, and yield The reactants are N[C@@H](C(=O)N1CCN(CC1)C1=C(C=CC=C1)CN(C)C)CC1=CC=C(C=C1)Cl ((2R)-2-amino-1-(4-{2-[(dimethylamino)methyl]phenyl}piperazinyl)-3-(4-chlorophenyl) propan-1-one), N1([C@@H](CC2=CC=CC=C2C1)C(=O)O)C(=O)OC(C)(C)C (Boc-L-Tic-OH), C(CCl)Cl (EDC), C=1C=CC2=C(C1)N=NN2O (HOBT). Solvent: C(Cl)Cl (CH2Cl2). Product: CN(C)CC1=C(C=CC=C1)N1CCN(CC1)C([C@@H](CC1=CC=C(C=C1)Cl)NC(=O)[C@H]1N(CC2=CC=CC=C2C1)C(=O)OC(C)(C)C)=O (tert-butyl 3-{N-[(1R)-2-(4-{2-[(dimethylamino)methyl]phenyl}piperazinyl)-1-[(4-chlorophenyl)methyl]-2-oxoethyl]carbamoyl}(3S)-1,2,3,4-tetrahydro-isoquinoline-2-carboxylate). Isolated yield 57.0%. RXN SMILES: [NH2:1][C@H:2]([CH2:21][C:22]1[CH:27]=[CH:26][C:25]([Cl:28])=[CH:24][CH:23]=1)[C:3]([N:5]1[CH2:10][CH2:9][N:8]([C:11]2[CH:16]=[CH:15][CH:14]=[CH:13][C:12]=2[CH2:17][N:18]([CH3:20])[CH3:19])[CH2:7][CH2:6]1)=[O:4].[N:29]1([C:42]([O:44][C:45]([CH3:48])([CH3:47])[CH3:46])=[O:43])[CH2:38][C:37]2[C:32](=[CH:33][CH:34]=[CH:35][CH:36]=2)[CH2:31][C@H:30]1[C:39](O)=[O:40].C(Cl)CCl.C1C=CC2N(O)N=NC=2C=1>C(Cl)Cl>[CH3:19][N:18]([CH2:17][C:12]1[CH:13]=[CH:14][CH:15]=[CH:16][C:11]=1[N:8]1[CH2:7][CH2:6][N:5]([C:3](=[O:4])[C@H:2]([NH:1][C:39]([C@@H:30]2[CH2:31][C:32]3[C:37](=[CH:36][CH:35]=[CH:34][CH:33]=3)[CH2:38][N:29]2[C:42]([O:44][C:45]([CH3:48])([CH3:47])[CH3:46])=[O:43])=[O:40])[CH2:21][C:22]2[CH:23]=[CH:24][C:25]([Cl:28])=[CH:26][CH:27]=2)[CH2:10][CH2:9]1)[CH3:20]. Procedure details: tert-Butyl 3-{N-[(1R)-2-(4-{2-[(dimethylamino)methyl]phenyl}piperazinyl)-1-[(4-chlorophenyl)methyl]-2-oxoethyl]carbamoyl}(3S)-1,2,3,4-tetrahydroisoquinoline-2-carboxylate was prepared according to the procedure described in Preparation V, (2R)-2-amino-1-(4-{2-[(dimethylamino)methyl]phenyl}piperazinyl)-3-(4-chlorophenyl) propan-1-one (0.34 g, 0.85 mmol), Boc-L-Tic-OH (Peptech Corp.) (0.26 g, 0.93 mmol), EDC (0.2 g, 1.0 mmol), HOBT (used in place of HOAT) (Bachem) (0.14 g, 0.93 mmol) and CH2Cl2 (4... Product: N(C)CC(=O)N[C@@H](C)C(=O)N[C@@H](CCC)C(=O)N[C@@H](C)P(O)(O)=O ((1R)-1-(N-sarcosyl-L-alanyl-L-norvalylamino)-ethylphosphonic acid). Reported procedure: In a manner analogous to that described in Example 5(A)(iii), from the monobenzylamine salt of (1R)-1-[(N-benzyloxycarbonyl-sarcosyl-L-alanyl-L-norvalyl)amino]-ethylphosphonic acid there was obtained (1R)-1-(N-sarcosyl-L-alanyl-L-norvalylamino)-ethylphosphonic acid of melting point 291°-292° C. (decomposition); [α]D20 =-110°; [α]36520 =-391° (c=0.26% in water). The reactants are C(C1=CC=CC=C1)N (monobenzylamine), C(C1=CC=CC=C1)OC(=O)N(C)CC(=O)N[C@@H](C)C(=O)N[C@@H](CCC)C(=O)N[C@@H](C)P(O)(O)=O ((1R)-1-[(N-benzyloxycarbonyl-sarcosyl-L-alanyl-L-norvalyl)amino]-ethylphosphonic acid). RXN SMILES: C(N)C1C=CC=CC=1.C(O[C:17]([N:19]([CH2:21][C:22]([NH:24][C@H:25]([C:27]([NH:29][C@H:30]([C:34]([NH:36][C@H:37]([P:39](=[O:42])([OH:41])[OH:40])[CH3:38])=[O:35])[CH2:31][CH2:32][CH3:33])=[O:28])[CH3:26])=[O:23])C)=O)C1C=CC=CC=1>>[NH:19]([CH2:21][C:22]([NH:24][C@H:25]([C:27]([NH:29][C@H:30]([C:34]([NH:36][C@H:37]([P:39](=[O:40])([OH:42])[OH:41])[CH3:38])=[O:35])[CH2:31][CH2:32][CH3:33])=[O:28])[CH3:26])=[O:23])[CH3:17].